Task: describe an organic reaction: reactants, conditions, products, and yield. Dataset: the Open Reaction Database (ORD), a public repository of structured organic reaction records Starting materials: O=C1CCC(=O)N1Br, ClC(Cl)(Cl)Cl, Cc1ccc(-c2ccccc2C#N)cc1. Yields the product N#Cc1ccccc1-c1ccc(CBr)cc1. Reaction SMILES: [Br:16][N:17]1[C:18](=[O:19])[CH2:20][CH2:21][C:22]1=[O:23].[C:24]([Cl:25])([Cl:26])([Cl:27])[Cl:28].[CH3:1][c:2]1[cH:3][cH:4][c:5](-[c:8]2[c:9]([C:14]#[N:15])[cH:10][cH:11][cH:12][cH:13]2)[cH:6][cH:7]1>>[CH2:1]([c:2]1[cH:3][cH:4][c:5](-[c:8]2[c:9]([C:14]#[N:15])[cH:10][cH:11][cH:12][cH:13]2)[cH:6][cH:7]1)[Br:16].